This data is from the Open Reaction Database (ORD), a public repository of structured organic reaction records. The task is: describe an organic reaction: reactants, conditions, products, and yield The reactants are Cl (hydrochloric acid), enkephalin, C(C(=O)NCC(=O)O)N (Gly-Gly), C(C)(=O)O (acetic acid), peptide, NCC(=O)O (Gly), C1=CC=C2C(=C1)C(=O)C(C2=O)(O)O (ninhydrin). Solvent: C(C)(=O)OCC (ethyl acetate), C(C)(C)O (isopropanol). Conditions: time 15 minute. The product is C1=CC(=CC=C1C[C@@H](C(=O)NCC(=O)NCC(=O)O)N)O (Tyr-Gly-Gly). RXN SMILES: Cl.[NH2:2][CH2:3][C:4]([OH:6])=[O:5].[CH2:7]([NH2:15])[C:8]([NH:10][CH2:11][C:12]([OH:14])=O)=[O:9].[CH:16]1[CH:21]=[C:20]2C(C(O)(O)[C:25](=O)[C:19]2=[CH:18][CH:17]=1)=O.C(O)(=[O:31])C>C(OCC)(=O)C.C(O)(C)C>[CH:18]1[C:19]([CH2:25][C@H:7]([NH2:15])[C:8]([NH:10][CH2:11][C:12]([NH:2][CH2:3][C:4]([OH:6])=[O:5])=[O:14])=[O:9])=[CH:20][CH:21]=[C:16]([OH:31])[CH:17]=1. Reported procedure: Activity of the enzyme for purification and inhibitor studies was determined by the following radiochromatographic method. An assay incubation mixture of 0.02 ml. containing 70 nM [3H-Tyr1, Leu5 ]-enkephalin (50,000 cpm), an appropriate dilution of the enzyme, and the inhibitor in a final concentration of 125 mM Tris-hydrochloric acid, pH 7.0, was incubated for 15 minutes at 37° before stopping the enzymatic reaction with 0.005 ml. of 1N hydrochloric acid. An aliquot of 0.01 ml. of acidified rea... Reactants: Cl.CC1=C(CCC2=CC=CC=C12)CC=1NCCN1 (2-[(3,4-dihydro-1-methyl-2-naphthalenyl)methyl]-4,5-dihydro-1H-imidazole hydrochloride). The reagents and catalysts are [Pd] (palladium-on-carbon). Solvent: O (water). The product is C[C@H]1[C@H](CCC2=CC=CC=C12)CC=1NCCN1 (cis-4,5-dihydro-2-[(1,2,3,4-tetrahydro-1-methyl-2-naphthalenyl)methyl]-1H-imidazole). The yield is 97.8%. Reaction SMILES: Cl.[CH3:2][C:3]1[C:12]2[C:7](=[CH:8][CH:9]=[CH:10][CH:11]=2)[CH2:6][CH2:5][C:4]=1[CH2:13][C:14]1[NH:15][CH2:16][CH2:17][N:18]=1>[Pd].O>[CH3:2][C@@H:3]1[C:12]2[C:7](=[CH:8][CH:9]=[CH:10][CH:11]=2)[CH2:6][CH2:5][C@@H:4]1[CH2:13][C:14]1[NH:18][CH2:17][CH2:16][N:15]=1 |f:0.1|. Procedure details: A mixture of 2.0 g of 2-[(3,4-dihydro-1-methyl-2-naphthalenyl)methyl]-4,5-dihydro-1H-imidazole hydrochloride (Example 1b) and 200 mg of palladium-on-carbon catalyst in 100 ml of distilled water was hydrogenated until the mass spectrum showed no evidence of starting material. The product was isolated and recrystallized from ethanol to give 1.7 g of cis-4,5-dihydro-2-[(1,2,3,4-tetrahydro-1-methyl-2-naphthalenyl)methyl]-1H-imidazole in the form of its monohydrochloride salt, m.p. 214.5°-216° C. The reactants are C1(=CC=CC=C1)P(C1=CC=CC=C1)C1=CC=CC=C1 (triphenylphosphine), C1(=CC=CC=C1)C(OC1=CC=C(CO)C=C1)C1=CC=CC=C1 (4-(1,1-diphenylmethoxy)benzyl alcohol), C1(=CC=CC=C1)P(C1=CC=CC=C1)C1=CC=CC=C1 (triphenyl phosphine), C(Br)(Br)(Br)Br (carbon tetrabromide). Solvent: C1CCOC1 (THF). Conditions: time 8 hour. The product is C1(=CC=CC=C1)C(OC1=CC=C(CBr)C=C1)C1=CC=CC=C1 (4-(1,1-diphenylmethoxy)benzyl bromide). RXN SMILES: [C:1]1([CH:7]([C:17]2[CH:22]=[CH:21][CH:20]=[CH:19][CH:18]=2)[O:8][C:9]2[CH:16]=[CH:15][C:12]([CH2:13]O)=[CH:11][CH:10]=2)[CH:6]=[CH:5][CH:4]=[CH:3][CH:2]=1.C1(P(C2C=CC=CC=2)C2C=CC=CC=2)C=CC=CC=1.C(Br)(Br)(Br)[Br:43]>C1COCC1>[C:1]1([CH:7]([C:17]2[CH:22]=[CH:21][CH:20]=[CH:19][CH:18]=2)[O:8][C:9]2[CH:16]=[CH:15][C:12]([CH2:13][Br:43])=[CH:11][CH:10]=2)[CH:6]=[CH:5][CH:4]=[CH:3][CH:2]=1. Reported procedure: A solution of 1-4 (3.6 g, 12 mmol), triphenyl phosphine (3.1 g, 11.8 mmol) in THF (100 ml) was treated with carbon tetrabromide (3.9 g, 11.8 mmol). After 12 h additional triphenylphosphine (3.1 g, 11.8 mmol) was added and the mixture allowed to stir at room temperature overnight. Some triphenyl phosphine oxide was then filtered off and the filtrate concentrated to dryness. The residue was chromatographed on a Still column (70 mm) and the product eluted with 5% EtOAc-hexane to yield 1-5. The reactants are C(C)(=O)OCC(CCl)O (1-acetoxy-3-chloro-2-propanol), resultant mixture, CC(=O)C.OS(=O)(=O)O.O=[Cr](=O)=O (Jones reagent), chromic anhydride, S(O)(O)(=O)=O (sulfuric acid), C(C)(C)O (isopropanol). Solvent: CC(=O)C (acetone). The product is C(C)(=O)OCC(CCl)=O (1-acetoxy-3-chloro-2-propanone). Isolated yield 59.6%. Reaction SMILES: [C:1]([O:4][CH2:5][CH:6]([OH:9])[CH2:7][Cl:8])(=[O:3])[CH3:2].CC(C)=O.OS(O)(=O)=O.O=[Cr](=O)=O.S(=O)(=O)(O)O.C(O)(C)C>CC(C)=O>[C:1]([O:4][CH2:5][C:6](=[O:9])[CH2:7][Cl:8])(=[O:3])[CH3:2] |f:1.2.3|. Reported procedure: To a solution of 1-acetoxy-3-chloro-2-propanol (15.3 g) in acetone (250 ml) is dropwise added Jones reagent (37.4 ml) containing chromic anhydride (10.39 g) and conc. sulfuric acid (10.18 ml) in 1 hour, and the resultant mixture is stirred at room temperature for 3 hours. The reaction mixture is mixed with isopropanol (10 ml) and the insoluble material is filtered off. The organic layer is concentrated in vacuum, and the residue is distilled to give 1-acetoxy-3-chloro-2-propanone (9 g) as an oil... The reactants are COc1ccc(N2CCN(c3ccc(-n4cn[nH]c4=O)cc3)CC2)cc1, CC(=O)CCl, [H-], [Na+], CN(C)C=O. Yields the product COc1ccc(N2CCN(c3ccc(-n4cnn(CC(C)=O)c4=O)cc3)CC2)cc1. Reaction SMILES: [CH3:3][O:4][c:5]1[cH:6][cH:7][c:8]([N:11]2[CH2:12][CH2:13][N:14]([c:17]3[cH:18][cH:19][c:20](-[n:23]4[c:24](=[O:28])[nH:25][n:26][cH:27]4)[cH:21][cH:22]3)[CH2:15][CH2:16]2)[cH:9][cH:10]1.[Cl:29][CH2:30][C:31]([CH3:32])=[O:33].[H-:2].[Na+:1].[O:34]=[CH:35][N:36]([CH3:37])[CH3:38]>>[CH3:3][O:4][c:5]1[cH:6][cH:7][c:8]([N:11]2[CH2:12][CH2:13][N:14]([c:17]3[cH:18][cH:19][c:20](-[n:23]4[c:24](=[O:28])[n:25]([CH2:30][C:31]([CH3:32])=[O:33])[n:26][cH:27]4)[cH:21][cH:22]3)[CH2:15][CH2:16]2)[cH:9][cH:10]1. Reactants: COC1=CC=C(C=C1)C1=CC=C(S1)C(=O)Cl (5-(4-methoxyphenyl)thiophene-2-carbonyl chloride), NC1=C(C=C(C=C1)N1C[C@H](CC1)NC(OC(C)(C)C)=O)Br ((S)-tert-butyl 1-(4-amino-3-bromophenyl)pyrrolidin-3-ylcarbamate). Yields the product BrC=1C=C(C=CC1NC(=O)C=1SC(=CC1)C1=CC=C(C=C1)OC)N1C[C@H](CC1)NC(OC(C)(C)C)=O ((S)-tert-Butyl 1-{3-Bromo-4-[5-(4-methoxyphenyl)thiophene-2-carboxamido]phenyl}pyrrolidin-3-ylcarbamate). The yield is 39.7%. As a reaction SMILES: [CH3:1][O:2][C:3]1[CH:8]=[CH:7][C:6]([C:9]2[S:13][C:12]([C:14](Cl)=[O:15])=[CH:11][CH:10]=2)=[CH:5][CH:4]=1.[NH2:17][C:18]1[CH:23]=[CH:22][C:21]([N:24]2[CH2:28][CH2:27][C@H:26]([NH:29][C:30](=[O:36])[O:31][C:32]([CH3:35])([CH3:34])[CH3:33])[CH2:25]2)=[CH:20][C:19]=1[Br:37]>>[Br:37][C:19]1[CH:20]=[C:21]([N:24]2[CH2:28][CH2:27][C@H:26]([NH:29][C:30](=[O:36])[O:31][C:32]([CH3:34])([CH3:33])[CH3:35])[CH2:25]2)[CH:22]=[CH:23][C:18]=1[NH:17][C:14]([C:12]1[S:13][C:9]([C:6]2[CH:7]=[CH:8][C:3]([O:2][CH3:1])=[CH:4][CH:5]=2)=[CH:10][CH:11]=1)=[O:15]. Procedure details: Following Step 1 from General Procedure A, 5-(4-methoxyphenyl)thiophene-2-carbonyl chloride (640 mg, 2.5 mmol) was reacted with (S)-tert-butyl 1-(4-amino-3-bromophenyl)pyrrolidin-3-ylcarbamate (800 mg, 2.2 mmol) to afford the desired product (500 mg, 39%) as a light yellow solid: ESI MS m/z 573 [C27H30BrN3O4S+H]+.